From a dataset of the Open Reaction Database (ORD), a public repository of structured organic reaction records. describe an organic reaction: reactants, conditions, products, and yield Reactants: C(C)OC(=O)C=1C(=NC2=CC=C(C=C2C1CC1=C(C=CC=C1)OC(F)(F)F)Cl)C(C)C (6-chloro-2-isopropyl-4-(2-trifluoromethoxy-benzyl)-quinoline-3-carboxylic acid ethyl ester), [I-].[Li+] (lithium iodide), solid. The product is ClC=1C=C2C(=C(C(=NC2=CC1)C(C)C)C(=O)O)CC1=C(C=CC=C1)OC(F)(F)F (6-Chloro-2-isopropyl-4-(2-trifluoromethoxy-benzyl)-quinoline-3-carboxylic acid). RXN SMILES: C([O:3][C:4]([C:6]1[C:7]([CH:29]([CH3:31])[CH3:30])=[N:8][C:9]2[C:14]([C:15]=1[CH2:16][C:17]1[CH:22]=[CH:21][CH:20]=[CH:19][C:18]=1[O:23][C:24]([F:27])([F:26])[F:25])=[CH:13][C:12]([Cl:28])=[CH:11][CH:10]=2)=[O:5])C.[I-].[Li+]>>[Cl:28][C:12]1[CH:13]=[C:14]2[C:9](=[CH:10][CH:11]=1)[N:8]=[C:7]([CH:29]([CH3:30])[CH3:31])[C:6]([C:4]([OH:5])=[O:3])=[C:15]2[CH2:16][C:17]1[CH:22]=[CH:21][CH:20]=[CH:19][C:18]=1[O:23][C:24]([F:26])([F:25])[F:27] |f:1.2|. Reported procedure: The title compound was prepared in analogy to example 20 step D from 6-chloro-2-isopropyl-4-(2-trifluoromethoxy-benzyl)-quinoline-3-carboxylic acid ethyl ester (70 mg, 0.16 mmol) and lithium iodide. Off white solid (18 mg, 27%). LC-MS (ESI): 422 (M−H)−. Reactants: [Ag+2], O=C([O-])[O-], C1CCOC1, CI, O=c1ccc2c([nH]1)CCCC2. Yields the product COc1ccc2c(n1)CCCC2. RXN SMILES: [Ag+2:23].[C:19](=[O:20])([O-:21])[O-:22].[CH2:14]1[O:15][CH2:16][CH2:17][CH2:18]1.[CH3:12][I:13].[nH:1]1[c:2](=[O:11])[cH:3][cH:4][c:5]2[c:10]1[CH2:9][CH2:8][CH2:7][CH2:6]2>>[n:1]1[c:2]([O:11][CH3:12])[cH:3][cH:4][c:5]2[c:10]1[CH2:9][CH2:8][CH2:7][CH2:6]2. Reactants: ClC1=C(C=C(C=C1)OC)C1=CC2=C(N=C(N=N2)NC=2C=C(C=CC2)S(=O)(=O)NCCN(C)C)C(=C1)C (3-[7-(2-chloro-5-methoxy-phenyl)-5-methyl-benzo[1,2,4]triazin-3-ylamino]-N-(2-dimethylamino-ethyl)-benzenesulfonamide), B(Br)(Br)Br (BBr3). The solvent is C(Cl)Cl (DCM). Reaction conditions: time 2 hour. Product: ClC1=C(C=C(C=C1)O)C1=CC2=C(N=C(N=N2)NC=2C=C(C=CC2)S(=O)(=O)NCCN(C)C)C(=C1)C (3-[7-(2-chloro-5-hydroxy-phenyl)-5-methyl-benzo[1,2,4]triazin-3-ylamino]-N-(2-dimethylamino-ethyl)-benzenesulfonamide). As a reaction SMILES: [Cl:1][C:2]1[CH:7]=[CH:6][C:5]([O:8]C)=[CH:4][C:3]=1[C:10]1[CH:35]=[C:34]([CH3:36])[C:13]2[N:14]=[C:15]([NH:18][C:19]3[CH:20]=[C:21]([S:25]([NH:28][CH2:29][CH2:30][N:31]([CH3:33])[CH3:32])(=[O:27])=[O:26])[CH:22]=[CH:23][CH:24]=3)[N:16]=[N:17][C:12]=2[CH:11]=1.B(Br)(Br)Br>C(Cl)Cl>[Cl:1][C:2]1[CH:7]=[CH:6][C:5]([OH:8])=[CH:4][C:3]=1[C:10]1[CH:35]=[C:34]([CH3:36])[C:13]2[N:14]=[C:15]([NH:18][C:19]3[CH:20]=[C:21]([S:25]([NH:28][CH2:29][CH2:30][N:31]([CH3:33])[CH3:32])(=[O:26])=[O:27])[CH:22]=[CH:23][CH:24]=3)[N:16]=[N:17][C:12]=2[CH:11]=1. Reported procedure: 3-[7-(2-chloro-5-methoxy-phenyl)-5-methyl-benzo[1,2,4]triazin-3-ylamino]-N-(2-dimethylamino-ethyl)-benzenesulfonamide (0.32 mmol, 1.0 equiv) was dissolved in 10 mL of anhydrous DCM and placed under an argon atmosphere. 4 mL of BBr3 (0.1 M) added via syringe and the reaction stirred at room temperature for 2 h. BBr3 was quenched with saturated NaHCO3 until pH=7. The mixture was filtered and washed with water and Et2O to give 3-[7-(2-chloro-5-hydroxy-phenyl)-5-methyl-benzo[1,2,4]triazin-3-ylamino]... Starting materials: C(C1=CC=CC=C1)OC1=C(C(=CC(=C1)I)F)N1CC(N(S1(=O)=O)COCC1=CC=CC=C1)=O (5-(2-benzyloxy-6-fluoro-4-iodophenyl)-2-benzyloxymethyl-1,1-dioxo-1,2,5-thiadiazolidin-3-one), CC1=C(C=CC=C1)P(C2=C(C=CC=C2)C)C3=C(C=CC=C3)C (P(o-tolyl)3), ICC1=C(C=C(C=C1)C)OS(=O)(=O)C (methanesulfonic acid 2-iodomethyl-5-methylphenyl ester). The reagents and catalysts are C=1C=CC(=CC1)/C=C/C(=O)/C=C/C2=CC=CC=C2.C=1C=CC(=CC1)/C=C/C(=O)/C=C/C2=CC=CC=C2.C=1C=CC(=CC1)/C=C/C(=O)/C=C/C2=CC=CC=C2.[Pd].[Pd] (Pd2(dba)3), [Zn] (Zinc). Run in CN(C)C=O (DMF), CN(C)C=O (DMF). Reaction conditions: time 20 minute. Yields the product C(C1=CC=CC=C1)OC=1C=C(CC2=C(C=CC(=C2)C)OS(=O)(=O)C)C=C(C1N1S(N(C(C1)=O)COCC1=CC=CC=C1)(=O)=O)F (Methanesulfonic acid 2-[3-benzyloxy-4-(5-benzyloxymethyl-1,1,4-trioxo-1,2,5-thiadiazolidin-2-yl)-5-fluorobenzyl]-4-methylphenyl ester). RXN SMILES: I[CH2:2][C:3]1[CH:8]=[CH:7][C:6](C)=[CH:5][C:4]=1[O:10][S:11]([CH3:14])(=[O:13])=[O:12].[CH3:15]C1C=CC=CC=1P(C1C=CC=CC=1C)C1C=CC=CC=1C.[CH2:37]([O:44][C:45]1[CH:50]=[C:49](I)[CH:48]=[C:47]([F:52])[C:46]=1[N:53]1[S:57](=[O:59])(=[O:58])[N:56]([CH2:60][O:61][CH2:62][C:63]2[CH:68]=[CH:67][CH:66]=[CH:65][CH:64]=2)[C:55](=[O:69])[CH2:54]1)[C:38]1[CH:43]=[CH:42][CH:41]=[CH:40][CH:39]=1>CN(C=O)C.[Zn].C1C=CC(/C=C/C(/C=C/C2C=CC=CC=2)=O)=CC=1.C1C=CC(/C=C/C(/C=C/C2C=CC=CC=2)=O)=CC=1.C1C=CC(/C=C/C(/C=C/C2C=CC=CC=2)=O)=CC=1.[Pd].[Pd]>[CH2:37]([O:44][C:45]1[CH:50]=[C:49]([CH:48]=[C:47]([F:52])[C:46]=1[N:53]1[CH2:54][C:55](=[O:69])[N:56]([CH2:60][O:61][CH2:62][C:63]2[CH:68]=[CH:67][CH:66]=[CH:65][CH:64]=2)[S:57]1(=[O:59])=[O:58])[CH2:2][C:3]1[CH:8]=[C:7]([CH3:15])[CH:6]=[CH:5][C:4]=1[O:10][S:11]([CH3:14])(=[O:12])=[O:13])[C:38]1[CH:43]=[CH:42][CH:41]=[CH:40][CH:39]=1 |f:5.6.7.8.9|. Reported procedure: Zinc dust (200 mg, 3.08 mmol) is added to a flask and heated with a heat gun under high vacuum to remove moisture. DMF (1.0 mL, freshly distilled) is added under argon. 1,2-Dibromoethane (0.02 mL) is added and heated with heat gun until bubbling is observed. After it is cooled to RT, TMSCl (0.02 mL) is added and the mixture is stirred at RT for 20 min. Then a solution of methanesulfonic acid 2-iodomethyl-5-methylphenyl ester (224 mg, 0.688 mmol) in DMF (0.6 mL, freshly distilled) is added and th... Yields the product CC1(C)Oc2c(CBr)cc(F)cc2C1=O. RXN SMILES: [Br:15][N:16]1[C:17](=[O:18])[CH2:19][CH2:20][C:21]1=[O:22].[C:23]([Cl:24])(=[O:25])[c:26]1[cH:27][cH:28][cH:29][cH:30][cH:31]1.[C:32](=[O:33])([OH:34])[O-:35].[C:37]([Cl:38])([Cl:39])([Cl:40])[Cl:41].[F:1][c:2]1[cH:3][c:4]([CH3:14])[c:5]2[c:6]([cH:13]1)[C:7](=[O:12])[C:8]([CH3:10])([CH3:11])[O:9]2.[Na+:36]>>[F:1][c:2]1[cH:3][c:4]([CH2:14][Br:15])[c:5]2[c:6]([cH:13]1)[C:7](=[O:12])[C:8]([CH3:10])([CH3:11])[O:9]2. Starting materials: O=C1CCC(=O)N1Br, O=C(Cl)c1ccccc1, O=C([O-])O, ClC(Cl)(Cl)Cl, Cc1cc(F)cc2c1OC(C)(C)C2=O, [Na+].